From a dataset of the Open Reaction Database (ORD), a public repository of structured organic reaction records. describe an organic reaction: reactants, conditions, products, and yield The reactants are C(CCCCCCC)C1CC2=CC=C(C=C2C1)C1=NC=C(C=N1)O (2-octyl-5-(5-hydroxypyrimidine-2-yl)indan), s-(-)-tetrahydro-2-furancarboxylic acid, C1CCC(CC1)N=C=NC2CCCCC2 (DCC). Reagents/catalysts: CN(C1=CC=NC=C1)C (4-dimethylaminopyridine). Solvent: C(Cl)Cl (methylene chloride). Run at time 6 hour. Yields the product C1CCC2=CC=CC=C12 (indan). Isolated yield 82.7%. Reaction SMILES: C([CH:9]1[CH2:17][C:16]2[C:11](=[CH:12][CH:13]=[C:14](C3N=CC(O)=CN=3)[CH:15]=2)[CH2:10]1)CCCCCCC.C1CCC(N=C=NC2CCCCC2)CC1>CN(C)C1C=CN=CC=1.C(Cl)Cl>[CH2:17]1[C:16]2[C:11](=[CH:12][CH:13]=[CH:14][CH:15]=2)[CH2:10][CH2:9]1. Reported procedure: 0.2 g (0.60 mM) of 2-octyl-5-(5-hydroxypyrimidine-2-yl)indan, 0.07 g (0.62 mM) of s-(-)-tetrahydro-2-furancarboxylic acid, 0.13 g (0.62 mM) of DCC, 0.01 g of 4-dimethylaminopyridine and 10 ml of methylene chloride were mixed and stirred for 6 hours at room temperature. The resultant N,N'-dichlorhexylurea was recovered by filtration, washed with dichloromethane, and added to the filtrate. The resultant dichloromethane solution was subjected to distillation under reduced pressure. The residue was ... Reactants: CCO, [Ca+2], [Cl-], [Cl-], N#Cc1cccc(Oc2ccc([N+](=O)[O-])cc2Cl)c1, [Fe], O. The product is N#Cc1cccc(Oc2ccc(N)cc2Cl)c1. Reaction SMILES: [CH2:24]([OH:25])[CH3:26].[Ca+2:22].[Cl-:20].[Cl-:21].[Cl:1][c:2]1[c:3]([O:4][c:5]2[cH:6][c:7]([C:8]#[N:9])[cH:10][cH:11][cH:12]2)[cH:13][cH:14][c:15]([N+:17]([O-:18])=[O:19])[cH:16]1.[Fe:27].[OH2:23]>>[Cl:1][c:2]1[c:3]([O:4][c:5]2[cH:6][c:7]([C:8]#[N:9])[cH:10][cH:11][cH:12]2)[cH:13][cH:14][c:15]([NH2:17])[cH:16]1. The reactants are ClC1=NC2=CC(=CC=C2C2=C1C(C1=CC=CC=C12)=O)F (6-chloro-3-fluoro-7H-indeno[2,1-c]quinoline-7-on), CN(CCN)C (N,N-dimethylethylenediamine). Run at temperature 90 celsius. Product: Cl.Cl.CN(C)CCNC1=NC2=CC(=CC=C2C2=C1C(C1=CC=CC=C12)=O)F (6-(((dimethylamino)ethyl)amino)-3-fluoro-7H-indeno[2,1-c]quinoline-7-on dihydrochloride). The yield is 68.6%. RXN SMILES: [Cl:1][C:2]1[C:11]2[C:12](=[O:19])[C:13]3[C:18]([C:10]=2[C:9]2[C:4](=[CH:5][C:6]([F:20])=[CH:7][CH:8]=2)[N:3]=1)=[CH:17][CH:16]=[CH:15][CH:14]=3.[CH3:21][N:22]([CH3:26])[CH2:23][CH2:24][NH2:25]>>[ClH:1].[ClH:1].[CH3:21][N:22]([CH2:23][CH2:24][NH:25][C:2]1[C:11]2[C:12](=[O:19])[C:13]3[C:18]([C:10]=2[C:9]2[C:4](=[CH:5][C:6]([F:20])=[CH:7][CH:8]=2)[N:3]=1)=[CH:17][CH:16]=[CH:15][CH:14]=3)[CH3:26] |f:2.3.4|. Reported procedure: To a suspension of 6-chloro-3-fluoro-7H-indeno[2,1-c]quinoline-7-on (860 mg, 3.0 mmol) in pyrydine (10 ml) was added N,N-dimethylethylenediamine (800 mg, 9.0 mmol), and the mixture was stirred with heat at 90° C. for 12 hours. The reaction mixture was distilled to dryness. To the residue was added water and chloroform for extraction. The chloroform layer was dried over magnesium sulfate and evaporated. The residue was purified by silica gel column chromatography (eluent; chloroform:ethanol=10:1(... The reactants are CCOC(C)=O, Cc1ccccc1, CC12CCC3c4ccc(O)cc4CCC3C1CC(=Cc1ccccc1)C2=O, O, NS(=O)(=O)Cl. Yields the product CC12CCC3c4ccc(OS(N)(=O)=O)cc4CCC3C1CC(=Cc1ccccc1)C2=O. RXN SMILES: [CH3:41][CH2:42][O:43][C:44](=[O:45])[CH3:46].[CH3:6][c:7]1[cH:8][cH:9][cH:10][cH:11][cH:12]1.[CH:14]([c:15]1[cH:16][cH:17][cH:18][cH:19][cH:20]1)=[C:21]1[CH2:22][CH:23]2[CH:24]3[CH2:25][CH2:26][c:27]4[cH:28][c:29]([OH:40])[cH:30][cH:31][c:32]4[CH:33]3[CH2:34][CH2:35][C:36]2([CH3:39])[C:37]1=[O:38].[OH2:13].[S:1]([NH2:2])(=[O:3])(=[O:4])[Cl:5]>>[S:1]([NH2:2])(=[O:3])(=[O:4])[O:40][c:29]1[cH:28][c:27]2[c:32]([cH:31][cH:30]1)[CH:33]1[CH:24]([CH:23]3[CH2:22][C:21](=[CH:14][c:15]4[cH:16][cH:17][cH:18][cH:19][cH:20]4)[C:37](=[O:38])[C:36]3([CH3:39])[CH2:35][CH2:34]1)[CH2:25][CH2:26]2.